From a dataset of the Open Reaction Database (ORD), a public repository of structured organic reaction records. describe an organic reaction: reactants, conditions, products, and yield Reactants: [OH-].[Li+] (Lithium hydroxide), N[C@H](C(=O)OC1CCCC1)CCCN1C2=NC=NC(=C2N=C1SC1=CC2=C(OCO2)C=C1I)N ((S)-cyclopentyl 2-amino-5-(6-amino-8-(6-iodobenzo[d][1,3]dioxol-5-ylthio)-9H-purin-9-yl)pentanoate), O (water). The reagents and catalysts are O (water), C(C)(=O)O (acetic acid). Run in O1CCCC1 (tetrahydrofuran). Run at time 12 hour. Product: N[C@H](C(=O)O)CCCN1C2=NC=NC(=C2N=C1SC1=CC2=C(OCO2)C=C1I)N ((S)-2-amino-5-(6-amino-8-(6-iodobenzo[d][1,3]dioxol-5-ylthio)-9H-purin-9-yl)pentanoic acid). Yield: 34.1%. Reaction SMILES: [OH-].[Li+].[NH2:3][C@@H:4]([CH2:13][CH2:14][CH2:15][N:16]1[C:24]([S:25][C:26]2[C:34]([I:35])=[CH:33][C:29]3[O:30][CH2:31][O:32][C:28]=3[CH:27]=2)=[N:23][C:22]2[C:17]1=[N:18][CH:19]=[N:20][C:21]=2[NH2:36])[C:5]([O:7]C1CCCC1)=[O:6].O>O1CCCC1.O.C(O)(=O)C>[NH2:3][C@@H:4]([CH2:13][CH2:14][CH2:15][N:16]1[C:24]([S:25][C:26]2[C:34]([I:35])=[CH:33][C:29]3[O:30][CH2:31][O:32][C:28]=3[CH:27]=2)=[N:23][C:22]2[C:17]1=[N:18][CH:19]=[N:20][C:21]=2[NH2:36])[C:5]([OH:7])=[O:6] |f:0.1|. Procedure: Lithium hydroxide (2.88 mg, 0.12 mmol) was added to a solution of (S)-cyclopentyl 2-amino-5-(6-amino-8-(6-iodobenzo[d][1,3]dioxol-5-ylthio)-9H-purin-9-yl)pentanoate (14.0 mg, 0.02 mmol) in tetrahydrofuran (1 ml) and water (3 drops). After stirring for 12 h, 5 drops of acetic acid and water (0.1 ml) were added to the reaction mixture. The solid was collected by filtration and dried in vacuo to afford the title compound (3.6 mg) as a white solid. m/z 529 [M+H]+, 527 [M−H]−. 1H NMR (400 MHz, DMSO-d... Reactants: C(C)NC(=O)NC1=NC=C(C=C1)B1OC(C(O1)(C)C)(C)C (N-Ethyl-N′-[5-(4,4,5,5-tetramethyl-1,3,2-dioxaborolan-2-yl)pyridin-2-yl]urea), C(C)NC(=O)NC1=NC=C(C=C1)B1OC(C(O1)(C)C)(C)C (N-Ethyl-N′-[5-(4,4,5,5-tetramethyl-1,3,2-dioxaborolan-2-yl)pyridin-2-yl]urea), IC=1C=C2C(C(=CN(C2=CC1)CCOC)C(=O)OCC)=O (ethyl 6-iodo-1-(2-methoxyethyl)-4-oxo-1,4-dihydroquinoline-3-carboxylate), C([O-])([O-])=O.[Cs+].[Cs+] (cesium carbonate). The reagents and catalysts are [Pd].C1(=CC=CC=C1)P(C1=CC=CC=C1)(C1=CC=CC=C1)C1=CC=CC=C1 (Tetrakisphenylphosphine palladium). The solvent is O1CCOCC1 (dioxane), O (water). Conditions: temperature 110 celsius. Yields the product C(C)NC(NC1=CC=C(C=N1)C=1C=C2C(C(=CN(C2=CC1)CCOC)C(=O)OCC)=O)=O (Ethyl 6-(6-(3-ethylureido)pyridin-3-yl)-1-(2-methoxyethyl)-4-oxo-1,4-dihydroquinoline-3-carboxylate). As a reaction SMILES: [CH2:1]([NH:3][C:4]([NH:6][C:7]1[CH:12]=[CH:11][C:10](B2OC(C)(C)C(C)(C)O2)=[CH:9][N:8]=1)=[O:5])[CH3:2].I[C:23]1[CH:24]=[C:25]2[C:30](=[CH:31][CH:32]=1)[N:29]([CH2:33][CH2:34][O:35][CH3:36])[CH:28]=[C:27]([C:37]([O:39][CH2:40][CH3:41])=[O:38])[C:26]2=[O:42].C(=O)([O-])[O-].[Cs+].[Cs+]>O1CCOCC1.O.[Pd].C1(P(C2C=CC=CC=2)(C2C=CC=CC=2)C2C=CC=CC=2)C=CC=CC=1>[CH2:1]([NH:3][C:4](=[O:5])[NH:6][C:7]1[N:8]=[CH:9][C:10]([C:23]2[CH:24]=[C:25]3[C:30](=[CH:31][CH:32]=2)[N:29]([CH2:33][CH2:34][O:35][CH3:36])[CH:28]=[C:27]([C:37]([O:39][CH2:40][CH3:41])=[O:38])[C:26]3=[O:42])=[CH:11][CH:12]=1)[CH3:2] |f:2.3.4,7.8|. Procedure details: A mixture of N-ethyl-N′-(5-(4,4,5,5-tetramethyl-1,3,2-dioxaborolan-2-yl)pyridin-2-yl)urea (Intermediate 1, 80 mg, 0.27 mmol), ethyl 6-iodo-1-(2-methoxyethyl)-4-oxo-1,4-dihydroquinoline-3-carboxylate (WO2006010733, 100 mg, 0.25 mmol), cesium carbonate (90 mg, 0.27 mmol), and Tetrakisphenylphosphine palladium (28.9 mg, 0.02 mmol) in dioxane (4 mL) and water (1 mL) was degassed with nitrogen for 30 minutes. The reaction mixture was then heated in a microwave for 1 h at 110° C. The reaction mixture ... The reactants are CC(C)(Br)C(N)=O, CN1CCCN(C)C1=O, Cl, Nc1ncnc2[nH]cc(-c3ccc(Oc4ccccc4)cc3)c12, [Na+], [OH-], O. Yields the product CC(C)(C(N)=O)n1cc(-c2ccc(Oc3ccccc3)cc2)c2c(N)ncnc21. Reaction SMILES: [Br:26][C:27]([C:28](=[O:29])[NH2:30])([CH3:31])[CH3:32].[CH3:34][N:35]1[CH2:36][CH2:37][CH2:38][N:39]([CH3:40])[C:41]1=[O:42].[ClH:33].[NH2:1][c:2]1[c:3]2[c:4]([n:5][cH:6][n:7]1)[nH:8][cH:9][c:10]2-[c:11]1[cH:12][cH:13][c:14]([O:17][c:18]2[cH:19][cH:20][cH:21][cH:22][cH:23]2)[cH:15][cH:16]1.[Na+:25].[OH-:24].[OH2:43]>>[NH2:1][c:2]1[c:3]2[c:4]([n:5][cH:6][n:7]1)[n:8]([C:27]([C:28](=[O:29])[NH2:30])([CH3:31])[CH3:32])[cH:9][c:10]2-[c:11]1[cH:12][cH:13][c:14]([O:17][c:18]2[cH:19][cH:20][cH:21][cH:22][cH:23]2)[cH:15][cH:16]1.